From a dataset of the Open Reaction Database (ORD), a public repository of structured organic reaction records. describe an organic reaction: reactants, conditions, products, and yield The reactants are Cl (hydrochloric acid), ClC1=C(C=CC(=N1)CO)OCC1CC1 ((6-chloro-5-(cyclopropylmethoxy)pyridin-2-yl)methanol), [Mn](=O)(=O)(=O)[O-].[K+] (potassium permanganate), CC(=O)C (acetone). Solvent: O (water). Run at temperature 70 celsius, time 20 minute. The product is ClC1=C(C=CC(=N1)C(=O)OC)OCC1CC1 (methyl 6-chloro-5-(cyclopropylmethoxy)pyridine-2-carboxylate). RXN SMILES: [Cl:1][C:2]1[N:7]=[C:6]([CH2:8][OH:9])[CH:5]=[CH:4][C:3]=1[O:10][CH2:11][CH:12]1[CH2:14][CH2:13]1.[Mn]([O-])(=O)(=O)=O.[K+].Cl.C[C:23](C)=[O:24]>O>[Cl:1][C:2]1[N:7]=[C:6]([C:8]([O:24][CH3:23])=[O:9])[CH:5]=[CH:4][C:3]=1[O:10][CH2:11][CH:12]1[CH2:14][CH2:13]1 |f:1.2|. Procedure: To a solution of (6-chloro-5-(cyclopropylmethoxy)pyridin-2-yl)methanol (14.0 g) in acetone (100 mL) was added dropwise a solution of potassium permanganate (14.5 g) in water (100 mL) over 40 min at 0° C., and the mixture was stirred at the same temperature for 20 min. The reaction mixture was acidified with 6N hydrochloric acid, and the mixture was extracted with ethyl acetate. The organic layer was dried over anhydrous magnesium sulfate, and the solvent was evaporated under reduced pressure. Th... Starting materials: BrCCCCBr, C1CCOC1, C[Si](C)(C)[N-][Si](C)(C)C, [Na+], N#CCc1ccc(-c2nc3ccccc3o2)cc1Cl. Yields the product N#CC1(c2ccc(-c3nc4ccccc4o3)cc2Cl)CCCC1. Reaction SMILES: [Br:30][CH2:31][CH2:32][CH2:33][CH2:34][Br:35].[CH2:36]1[O:37][CH2:38][CH2:39][CH2:40]1.[CH3:21][Si:22]([N-:23][Si:24]([CH3:25])([CH3:26])[CH3:27])([CH3:28])[CH3:29].[Na+:20].[o:1]1[c:2](-[c:10]2[cH:11][c:12]([Cl:19])[c:13]([CH2:16][C:17]#[N:18])[cH:14][cH:15]2)[n:3][c:4]2[c:5]1[cH:6][cH:7][cH:8][cH:9]2>>[o:1]1[c:2](-[c:10]2[cH:11][c:12]([Cl:19])[c:13]([C:16]3([C:17]#[N:18])[CH2:31][CH2:32][CH2:33][CH2:34]3)[cH:14][cH:15]2)[n:3][c:4]2[c:5]1[cH:6][cH:7][cH:8][cH:9]2.